The task is: describe an organic reaction: reactants, conditions, products, and yield. This data is from the Open Reaction Database (ORD), a public repository of structured organic reaction records. The reactants are O=C1CCN(C(=O)OCc2ccccc2)CC1, CO, [Cl-], Cl, [NH4+], [NH4+], N#C[Na], [OH-]. The product is N#CC1(N)CCN(C(=O)OCc2ccccc2)CC1. Reaction SMILES: [CH2:3]([c:4]1[cH:5][cH:6][cH:7][cH:8][cH:9]1)[O:10][C:11](=[O:12])[N:13]1[CH2:14][CH2:15][C:16](=[O:19])[CH2:17][CH2:18]1.[CH3:26][OH:27].[Cl-:20].[ClH:25].[NH4+:1].[NH4+:21].[Na:22][C:23]#[N:24].[OH-:2]>>[NH2:1][C:16]1([C:23]#[N:24])[CH2:15][CH2:14][N:13]([C:11]([O:10][CH2:3][c:4]2[cH:5][cH:6][cH:7][cH:8][cH:9]2)=[O:12])[CH2:18][CH2:17]1. The reactants are N1=C(C=NC=C1)C(CC=O)C (3-(2-Pyrazinyl)butyraldehyde), C(#N)CC(=O)OC (NCCH2CO2CH3). Reagents/catalysts: N1CCCCC1 (piperidine). The solvent is C(C)(=O)O (acetic acid), C(C)(=O)O (acetic acid). Yields the product EtOAc hexanes, C(#N)/C(/C(=O)OC)=C\CCC1=NC=CN=C1 ((E)-Methyl 2-Cyano-5-(2-pyrazinyl)pent-2-enoate). The yield is 35.5%. As a reaction SMILES: [N:1]1[CH:6]=[CH:5][N:4]=[CH:3][C:2]=1[CH:7](C)[CH2:8][CH:9]=O.[C:12]([CH2:14][C:15]([O:17][CH3:18])=[O:16])#[N:13]>C(O)(=O)C.N1CCCCC1>[C:12](/[C:14](=[CH:9]\[CH2:8][CH2:7][C:2]1[CH:3]=[N:4][CH:5]=[CH:6][N:1]=1)/[C:15]([O:17][CH3:18])=[O:16])#[N:13]. Reported procedure: A solution of 13e (0.191 g, 1.27 mmol) in 0.17 mL glacial acetic acid was treated with NCCH2CO2CH3 (0.115 g, 1.27 mmol, 0.1 mL, 1.0 equiv), then a premixed solution of piperidine (0.0038 g, 0.04318 mmol, 4.4 mL, 3.4 mol %) and 50 mL of acetic acid at room temperature (24 h). The reaction mixture was quenched by the addition of saturated aqueous NaHCO3 (15 mL, pH>7) and extracted with EtOAc (3×15 mL). The combined organic extracts were dried (MgSO4) and concentrated in vacuo. SGC chromatotron (Si...